Dataset: the Open Reaction Database (ORD), a public repository of structured organic reaction records. Task: describe an organic reaction: reactants, conditions, products, and yield Starting materials: BrCC1CC=2C(=C3C=CC(NC3=C(C2)C)=O)O1 (2-bromomethyl-5-methyl-2,3,6,7-tetrahydrofuro-[2,3-f]quinoline-7-one), COC1=C(C=CC=C1)N1CCNCC1 (1-(2-methoxyphenyl)piperazine). The solvent is C(Cl)(Cl)Cl (chloroform), CO (methanol). Reaction conditions: temperature 150 celsius, time 1 hour. Yields the product free base, COC1=C(C=CC=C1)N1CCN(CC1)CC1CC=2C(=C3C=CC(NC3=C(C2)C)=O)O1 (2-[4-(2-Methoxyphenyl)-1-piperazinomethyl]-5-methyl-2,3,6,7-tetrahydrofuro-[2,3-f]quinoline-7-one). Yield: 82.5%. As a reaction SMILES: Br[CH2:2][CH:3]1[O:17][C:6]2=[C:7]3[C:12](=[C:13]([CH3:15])[CH:14]=[C:5]2[CH2:4]1)[NH:11][C:10](=[O:16])[CH:9]=[CH:8]3.[CH3:18][O:19][C:20]1[CH:25]=[CH:24][CH:23]=[CH:22][C:21]=1[N:26]1[CH2:31][CH2:30][NH:29][CH2:28][CH2:27]1>C(Cl)(Cl)Cl.CO>[CH3:18][O:19][C:20]1[CH:25]=[CH:24][CH:23]=[CH:22][C:21]=1[N:26]1[CH2:31][CH2:30][N:29]([CH2:2][CH:3]2[O:17][C:6]3=[C:7]4[C:12](=[C:13]([CH3:15])[CH:14]=[C:5]3[CH2:4]2)[NH:11][C:10](=[O:16])[CH:9]=[CH:8]4)[CH2:28][CH2:27]1. Procedure: A mixture of 2-bromomethyl-5-methyl-2,3,6,7-tetrahydrofuro-[2,3-f]quinoline-7-one (3.824 g) and 1-(2-methoxyphenyl)piperazine (5.000 g) was stirred in a hot bath at 150° C. in the stream of argon gas for 1 hour. The reaction product was dissolved in a solvent mixture of chloroform and methanol (5:1), and washed with sodium bicarbonate water, and water in this order. After dried and condensed, n-hexane was added to the residue, and the mixture was allowed to stand. As a result, 4.349 g of a free ... Product: C(CCCC)C1=CC=C(C=C1)C1=CC=C(C=C1)CCC(=O)OC (Methyl 3-[4-(4-pentylphenyl)phenyl]propionate). Reactants: C(CCCC)C1=CC=C(C=C1)C1=CC=C(C=C1)C#C (4-(4-Pentylphenyl)phenylacetylene), C(C(C)C)[N-]CC(C)C.[Li+] (lithium diisobutylamide), ClC(=O)OC (methyl chloroformate), resultant mixture. Procedure details: To a solution of 4-(4-Pentylphenyl)phenylacetylene (2.09 g) in tetrahydrofuran (30 ml) was added dropwise a solution of lithium diisobutylamide in a mixture of tetrahydrofuran and n-hexane (1.60 M, 5.6 ml) at −75° C., and the resultant mixture was stirred for an hour at −78° C. To the mixture was added methyl chloroformate (0.72 ml), and the reaction mixture was allowed to warm to ambient temperature. The solution was diluted with ethyl acetate, and washed in turn with water and brine, and dried... As a reaction SMILES: [CH2:1]([C:6]1[CH:11]=[CH:10][C:9]([C:12]2[CH:17]=[CH:16][C:15]([C:18]#[CH:19])=[CH:14][CH:13]=2)=[CH:8][CH:7]=1)[CH2:2][CH2:3][CH2:4][CH3:5].C([N-]CC(C)C)C(C)C.[Li+].Cl[C:31]([O:33][CH3:34])=[O:32]>O1CCCC1.CCCCCC.C(OCC)(=O)C>[CH2:1]([C:6]1[CH:11]=[CH:10][C:9]([C:12]2[CH:13]=[CH:14][C:15]([CH2:18][CH2:19][C:31]([O:33][CH3:34])=[O:32])=[CH:16][CH:17]=2)=[CH:8][CH:7]=1)[CH2:2][CH2:3][CH2:4][CH3:5] |f:1.2|. Run in C(C)(=O)OCC (ethyl acetate), O1CCCC1 (tetrahydrofuran), O1CCCC1 (tetrahydrofuran), CCCCCC (n-hexane). The reactants are [OH-].[Na+] (sodium hydroxide), C1(=CC=CC=C1)N(C(=O)C=1C=CC2=C(N=C(S2)CNC2=CC=C(C=C2)C(N)=N)C1)CCC(=O)OCC (2-[N-(4-amidinophenyl)aminomethyl]benzothiazole-5-carboxylic acid-N-phenyl-N-(2-ethoxycarbonylethyl)amide), Cl (hydrochloric acid). Run in ClCCl.C(C)O (dichloromethane ethanol), C(C)O (ethanol). Reaction conditions: time 4 hour. The product is C1(=CC=CC=C1)N(C(=O)C=1C=CC2=C(N=C(S2)CNC2=CC=C(C=C2)C(N)=N)C1)CCC(=O)O (2-[N-(4-amidinophenyl)aminomethyl]benzothiazole-5-carboxylic acid-N-phenyl-N-(2-carboxyethyl)amide). RXN SMILES: [C:1]1([N:7]([CH2:30][CH2:31][C:32]([O:34]CC)=[O:33])[C:8]([C:10]2[CH:11]=[CH:12][C:13]3[S:17][C:16]([CH2:18][NH:19][C:20]4[CH:25]=[CH:24][C:23]([C:26](=[NH:28])[NH2:27])=[CH:22][CH:21]=4)=[N:15][C:14]=3[CH:29]=2)=[O:9])[CH:6]=[CH:5][CH:4]=[CH:3][CH:2]=1.[OH-].[Na+].Cl>C(O)C.ClCCl.C(O)C>[C:1]1([N:7]([CH2:30][CH2:31][C:32]([OH:34])=[O:33])[C:8]([C:10]2[CH:11]=[CH:12][C:13]3[S:17][C:16]([CH2:18][NH:19][C:20]4[CH:25]=[CH:24][C:23]([C:26](=[NH:27])[NH2:28])=[CH:22][CH:21]=4)=[N:15][C:14]=3[CH:29]=2)=[O:9])[CH:6]=[CH:5][CH:4]=[CH:3][CH:2]=1 |f:1.2,5.6|. Procedure: 0.45 g (0.84 mmol) of 2-[N-(4-amidinophenyl)aminomethyl]benzothiazole-5-carboxylic acid-N-phenyl-N-(2-ethoxycarbonylethyl)amide were dissolved in 15 mL of ethanol, mixed with 2 mL of 2N sodium hydroxide solution, and stirred for 4 hours at room temperature. Then the mixture was acidified with 3 mL of 2N hydrochloric acid and the solvent was distilled off. The crude product obtained was taken up in 5 mL dichloromethane/ethanol (2:1) and filtered to remove the insoluble sodium chloride. After the ... The reactants are [Br-], CCCCCCCCO, O=C1CCC(=O)N1Cl, ClCCCl, [Na+], [Na+], O=C([O-])O. The product is CCCCCCCC=O. RXN SMILES: [Br-:16].[CH2:1]([CH2:2][CH2:3][CH2:4][CH2:5][CH2:6][CH2:7][CH3:8])[OH:9].[Cl:17][N:18]1[C:19](=[O:20])[CH2:21][CH2:22][C:23]1=[O:24].[Cl:25][CH2:26][CH2:27][Cl:28].[Na+:10].[Na+:15].[OH:11][C:12](=[O:13])[O-:14]>>[CH:1]([CH2:2][CH2:3][CH2:4][CH2:5][CH2:6][CH2:7][CH3:8])=[O:9]. Starting materials: BrCC(C)=O (Bromoacetone), NC1=C(C(=O)OC)C=CC=N1 (methyl 2-aminonicotinate), C(C)O (ethanol), C(Cl)(Cl)Cl (chloroform). Solvent: C(Cl)(Cl)Cl.CO (chloroform methanol). Product: CC=1N=C2N(C=CC=C2C(=O)OC)C1 (methyl 2-methylimidazo[1,2-a]pyridine-8-carboxylate). Yield: 66.7%. As a reaction SMILES: Br[CH2:2][C:3](=O)[CH3:4].[NH2:6][C:7]1[N:16]=[CH:15][CH:14]=[CH:13][C:8]=1[C:9]([O:11][CH3:12])=[O:10].C(O)C.C(Cl)(Cl)Cl>C(Cl)(Cl)Cl.CO>[CH3:4][C:3]1[N:6]=[C:7]2[C:8]([C:9]([O:11][CH3:12])=[O:10])=[CH:13][CH:14]=[CH:15][N:16]2[CH:2]=1 |f:4.5|. Procedure: Bromoacetone (6.5 g, 42.7 m moles) and methyl 2-aminonicotinate (4.8 g, 31.5 m moles) were added to ethanol (50 ml), and the mixture was refluxed under heating for 17 hours. The reaction mixture was cooled to room temperature, and the solvent was distilled off under reduced pressure. Saturated aqueous solution of sodium bicarbonate (50 ml) was added to the residue, and the mixture was extracted with chloroform (100 ml×3). The extract was washed with water, dried over MgSO4 and concentrated under... Starting materials: CN1C(N(C2=C(C1=O)C=CS2)CC(C)C)=O (3-Methyl-1-(2-methylpropyl)thieno[2,3-d]pyrimidin-2,4(1H,3H)-dione), [N+](=O)([O-])C1=CC=C(C=O)C=C1 (4-nitrobenzaldehyde). Product: OC(C1=CC2=C(N(C(N(C2=O)C)=O)CC(C)C)S1)C1=CC=C(C=C1)[N+](=O)[O-] (6-[1-Hydroxy-(4-nitrophenyl)methyl]-3-methyl-1-(2-methylpropyl)thieno[2,3-d]pyrimidin-2,4(1H, 3H)-dione). RXN SMILES: [CH3:1][N:2]1[C:7](=[O:8])[C:6]2[CH:9]=[CH:10][S:11][C:5]=2[N:4]([CH2:12][CH:13]([CH3:15])[CH3:14])[C:3]1=[O:16].[N+:17]([C:20]1[CH:27]=[CH:26][C:23]([CH:24]=[O:25])=[CH:22][CH:21]=1)([O-:19])=[O:18]>>[OH:25][CH:24]([C:23]1[CH:22]=[CH:21][C:20]([N+:17]([O-:19])=[O:18])=[CH:27][CH:26]=1)[C:10]1[S:11][C:5]2[N:4]([CH2:12][CH:13]([CH3:14])[CH3:15])[C:3](=[O:16])[N:2]([CH3:1])[C:7](=[O:8])[C:6]=2[CH:9]=1. Reported procedure: Prepared from 3-methyl-1-(2-methylpropyl)thieno[2,3-d]pyrimidin-2,4(1H,3H)-dione (Example 51, step c) and 4-nitrobenzaldehyde following the method of Example 51, step d.